This data is from the Open Reaction Database (ORD), a public repository of structured organic reaction records. The task is: describe an organic reaction: reactants, conditions, products, and yield Starting materials: C(C)[C@]12C(CC[C@H]2[C@H]2[C@H](CC1)C=1CC=C(CC1CC2)OC)=O (13β-ethyl-3-methoxy-gona-2,5(10)-dien-17-one), C([O-])(O)=O.[Na+] (sodium bicarbonate), CO (methanol), Cl (hydrochloric acid). Solvent: O (water). Conditions: time 2 hour. Yields the product C(C)[C@]12C(CC[C@H]2[C@H]2[C@H](CC1)[C@H]1CCC(C=C1CC2)=O)=O (13β-Ethyl-gon-4-en-3,17-dione). Isolated yield 81.3%. As a reaction SMILES: [CH2:1]([C@:3]12[CH2:11][CH2:10][C@@H:9]3[C:12]4[CH2:13][CH:14]=[C:15]([O:20]C)[CH2:16][C:17]=4[CH2:18][CH2:19][C@H:8]3[C@@H:7]1[CH2:6][CH2:5][C:4]2=[O:22])[CH3:2].CO.Cl.C(=O)(O)[O-].[Na+]>O>[CH2:1]([C@:3]12[CH2:11][CH2:10][C@@H:9]3[C@@H:12]4[C:17]([CH2:18][CH2:19][C@H:8]3[C@@H:7]1[CH2:6][CH2:5][C:4]2=[O:22])=[CH:16][C:15](=[O:20])[CH2:14][CH2:13]4)[CH3:2] |f:3.4|. Reported procedure: Add 13β-ethyl-3-methoxy-gona-2,5(10)-dien-17-one (12.9 g.) with stirring under nitrogen to methanol (300 cc.) containing 11N hydrochloric acid (20 cc) and water (13 cc.). Stir two hours and add sodium bicarbonate (21 g.) portionwise. Filter the mixture and evaporate and filtrate to dryness. Recrystallize the residue from ethyl acetate (75 cc.) to obtain the title compound (10 g.), m.p. 158°-161° C; ultraviolet absorption peak at 240 mμ (ε17,800); infrared absorption peaks at 5.78, 6.00, 6.17 μ. Reactants: [Al+3], CN1CCN(C(=O)c2cn(S(=O)(=O)c3ccccc3Br)c3ccccc23)CC1, C1CCOC1, [H-], [H-], [H-], [H-], [Li+]. Yields the product CN1CCN(Cc2cn(S(=O)(=O)c3ccccc3Br)c3ccccc23)CC1. As a reaction SMILES: [Al+3:30].[Br:1][c:2]1[c:3]([S:8](=[O:9])(=[O:10])[n:11]2[cH:12][c:13]([C:20](=[O:21])[N:22]3[CH2:23][CH2:24][N:25]([CH3:28])[CH2:26][CH2:27]3)[c:14]3[cH:15][cH:16][cH:17][cH:18][c:19]23)[cH:4][cH:5][cH:6][cH:7]1.[CH2:35]1[O:36][CH2:37][CH2:38][CH2:39]1.[H-:29].[H-:32].[H-:33].[H-:34].[Li+:31]>>[Br:1][c:2]1[c:3]([S:8](=[O:9])(=[O:10])[n:11]2[cH:12][c:13]([CH2:20][N:22]3[CH2:23][CH2:24][N:25]([CH3:28])[CH2:26][CH2:27]3)[c:14]3[cH:15][cH:16][cH:17][cH:18][c:19]23)[cH:4][cH:5][cH:6][cH:7]1.